Dataset: the Open Reaction Database (ORD), a public repository of structured organic reaction records. Task: describe an organic reaction: reactants, conditions, products, and yield The reactants are BrCC1CCC1, C=CCC1CC(c2cccc(Cl)c2)C(c2ccc(Cl)cc2)NC1=O, [H-], [Na+], CN(C)C=O. The product is C=CCC1CC(c2cccc(Cl)c2)C(c2ccc(Cl)cc2)N(CC2CCC2)C1=O. As a reaction SMILES: [Br:27][CH2:28][CH:29]1[CH2:30][CH2:31][CH2:32]1.[CH2:1]([CH:2]=[CH2:3])[CH:4]1[C:5](=[O:24])[NH:6][CH:7]([c:17]2[cH:18][cH:19][c:20]([Cl:23])[cH:21][cH:22]2)[CH:8]([c:10]2[cH:11][c:12]([Cl:16])[cH:13][cH:14][cH:15]2)[CH2:9]1.[H-:25].[Na+:26].[O:33]=[CH:34][N:35]([CH3:36])[CH3:37]>>[CH2:1]([CH:2]=[CH2:3])[CH:4]1[C:5](=[O:24])[N:6]([CH2:28][CH:29]2[CH2:30][CH2:31][CH2:32]2)[CH:7]([c:17]2[cH:18][cH:19][c:20]([Cl:23])[cH:21][cH:22]2)[CH:8]([c:10]2[cH:11][c:12]([Cl:16])[cH:13][cH:14][cH:15]2)[CH2:9]1. Reactants: N#CC=Cc1ccccc1, CC(C)C[Al+]CC(C)C, COc1cccc(C(C)N)c1, [H-]. The product is COc1cccc(C(C)NCC=Cc2ccccc2)c1. As a reaction SMILES: [C:1]([CH:2]=[CH:3][c:4]1[cH:5][cH:6][cH:7][cH:8][cH:9]1)#[N:10].[CH2:12]([Al+:13][CH2:14][CH:15]([CH3:16])[CH3:17])[CH:18]([CH3:19])[CH3:20].[CH3:21][O:22][c:23]1[cH:24][c:25]([CH:29]([CH3:30])[NH2:31])[cH:26][cH:27][cH:28]1.[H-:11]>>[CH2:1]([CH:2]=[CH:3][c:4]1[cH:5][cH:6][cH:7][cH:8][cH:9]1)[NH:10][CH:29]([c:25]1[cH:24][c:23]([O:22][CH3:21])[cH:28][cH:27][cH:26]1)[CH3:30]. Reactants: O (H2O), ClC1=NC=NC(=C1)C1=CC=C(C=C1)C(F)(F)F (4-chloro-6-(4-trifluoromethyl-phenyl)-pyrimidine), C(C)(=O)NC=1C=C(C=CC1)O (3-acetamidophenol), C(=O)([O-])[O-].[K+].[K+] (K2CO3). Run in CN(C)C=O (DMF). Run at temperature 80 celsius. Product: FC(C1=CC=C(C=C1)C1=CC(=NC=N1)OC=1C=C(C=CC1)NC(C)=O)(F)F (N-{3-[6-(4-Trifluoromethyl-phenyl)-pyrimidin-4-yloxy]-phenyl}-acetamide). As a reaction SMILES: Cl[C:2]1[CH:7]=[C:6]([C:8]2[CH:13]=[CH:12][C:11]([C:14]([F:17])([F:16])[F:15])=[CH:10][CH:9]=2)[N:5]=[CH:4][N:3]=1.[C:18]([NH:21][C:22]1[CH:23]=[C:24]([OH:28])[CH:25]=[CH:26][CH:27]=1)(=[O:20])[CH3:19].C([O-])([O-])=O.[K+].[K+].O>CN(C=O)C>[F:15][C:14]([F:17])([F:16])[C:11]1[CH:12]=[CH:13][C:8]([C:6]2[N:5]=[CH:4][N:3]=[C:2]([O:28][C:24]3[CH:23]=[C:22]([NH:21][C:18](=[O:20])[CH3:19])[CH:27]=[CH:26][CH:25]=3)[CH:7]=2)=[CH:9][CH:10]=1 |f:2.3.4|. Procedure: A mixture of 4-chloro-6-(4-trifluoromethyl-phenyl)-pyrimidine, (Example 2(a), Method A), (520 mg, 2.0 mmol), 3-acetamidophenol (320 mg, 2.1 mmol, Aldrich) and K2CO3 (368 mg, 2.7 mmol) in DMF (10 mL) was heated at 80° C. for 8 h. The mixture was allowed to cool to room temperature, poured into H2O, extracted with EtOAc and the combined organic layers were evaporated onto SiO2. Purification by flash silica gel chromatography with EtOAc/hexanes (0:1→2:3) as eluant gave the title compound as a white... Reactants: BrC1=CC=C(S1)C1=NC(=NC=C1)NC1CC(NC(C1)(C)C)(C)C ({4-[5-Bromothiophen-2-yl]-pyrimidin-2-yl}-(2,2,6,6-tetramethyl-piperidin-4-yl)-amine), CC(C)(C#C)O (2-methyl-but-3-yn-2-ol). Reagents/catalysts: Cl[Pd]([P](C1=CC=CC=C1)(C2=CC=CC=C2)C3=CC=CC=C3)([P](C4=CC=CC=C4)(C5=CC=CC=C5)C6=CC=CC=C6)Cl (PdCl2(PPh3)2), [Cu]I (CuI). Run in C(C)N(CC)CC (triethylamine). Yields the product CC(C)(C#CC=1SC(=CC1)C1=NC(=NC=C1)NC1CC(NC(C1)(C)C)(C)C)O (2-Methyl-4-{5-[2-(2,2,6,6-tetramethyl-piperidin-4-ylamino)-pyrimidin-4-yl]-thiophen-2-yl}-but-3-yn-2-ol). RXN SMILES: Br[C:2]1[S:6][C:5]([C:7]2[CH:12]=[CH:11][N:10]=[C:9]([NH:13][CH:14]3[CH2:19][C:18]([CH3:21])([CH3:20])[NH:17][C:16]([CH3:23])([CH3:22])[CH2:15]3)[N:8]=2)=[CH:4][CH:3]=1.[CH3:24][C:25]([OH:29])([C:27]#[CH:28])[CH3:26]>C(N(CC)CC)C.Cl[Pd](Cl)([P](C1C=CC=CC=1)(C1C=CC=CC=1)C1C=CC=CC=1)[P](C1C=CC=CC=1)(C1C=CC=CC=1)C1C=CC=CC=1.[Cu]I>[CH3:24][C:25]([OH:29])([C:27]#[C:28][C:2]1[S:6][C:5]([C:7]2[CH:12]=[CH:11][N:10]=[C:9]([NH:13][CH:14]3[CH2:19][C:18]([CH3:21])([CH3:20])[NH:17][C:16]([CH3:23])([CH3:22])[CH2:15]3)[N:8]=2)=[CH:4][CH:3]=1)[CH3:26] |^1:39,58|. Procedure: {4-[5-Bromothiophen-2-yl]-pyrimidin-2-yl}-(2,2,6,6-tetramethyl-piperidin-4-yl)-amine, described in Example 5, (300 mg, 0.76 mmol), PdCl2(PPh3)2 (18 mg, 0.025 mmol), 2-methyl-but-3-yn-2-ol (0.3 ml, 2.53 mmol) and CuI (15 mg) were dissolved in triethylamine (25 ml) and refluxed for 1 hour. The reaction mixture was evaporated, taken up in water and extracted 3 times with TBME. The combined organic phases were dried over sodium sulfate, filtered, and purified via chromatography on silicagel (DCM/MeO... The reactants are C1CCOC1, CN(C)P(=O)(N(C)C)N(C)C, CCCCCC, [Li]CCCC, CC(C)NC(C)C, O=C(O)Cc1ccccc1Cl, Cl, O. The product is CC(C(=O)O)c1ccccc1Cl. RXN SMILES: [CH2:36]1[O:37][CH2:38][CH2:39][CH2:40]1.[CH3:13][N:14]([CH3:15])[P:16]([N:17]([CH3:18])[CH3:19])([N:20]([CH3:21])[CH3:22])=[O:23].[CH3:41][CH2:42][CH2:43][CH2:44][CH2:45][CH3:46].[CH3:8][CH2:9][CH2:10][CH2:11][Li:12].[CH:1]([NH:2][CH:3]([CH3:4])[CH3:5])([CH3:6])[CH3:7].[Cl:24][c:25]1[c:26]([CH2:31][C:32](=[O:33])[OH:34])[cH:27][cH:28][cH:29][cH:30]1.[ClH:35].[OH2:47]>>[CH3:1][CH:31]([c:26]1[c:25]([Cl:24])[cH:30][cH:29][cH:28][cH:27]1)[C:32](=[O:33])[OH:34]. The reactants are NC1=C(C(=O)NC2=NC=C(C=C2)Cl)C=C(C=C1)Cl (2-amino-5-chloro-N-(5-chloropyridin-2-yl)benzamide), N1=CC=CC=C1 (pyridine), C(C(=O)Cl)(=O)Cl (oxalyl chloride), O=C1CCC(CC1)C(=O)O (4-oxocyclohexanoic acid), CN(C)C=O (DMF), N1=CC=CC=C1 (pyridine). Run in C(Cl)Cl (CH2Cl2), C(Cl)Cl (CH2Cl2). Conditions: time 1.5 hour. Product: Cl.Cl.ClC=1C=CC(=C(C(=O)NC2=NC=C(C=C2)Cl)C1)NC(=O)C1CCC(CC1)N1CCN(CCC1)C (5-Chloro-2-[4-(4-methylhexahydro-1,4-diazepin-1-yl)cyclohexylcarbonylamino]-N-(5-chloropyridin-2-yl)benzamide Dihydrochloride). Yield: 492.5%. As a reaction SMILES: O=[C:2]1[CH2:7][CH2:6][CH:5]([C:8]([OH:10])=O)[CH2:4][CH2:3]1.[CH3:11][N:12]([CH:14]=O)[CH3:13].[N:16]1[CH:21]=CC=[CH:18][CH:17]=1.C(Cl)(=O)C([Cl:25])=O.[NH2:28][C:29]1[CH:44]=[CH:43][C:42]([Cl:45])=[CH:41][C:30]=1[C:31]([NH:33][C:34]1[CH:39]=[CH:38][C:37]([Cl:40])=[CH:36][N:35]=1)=[O:32]>C(Cl)Cl>[ClH:25].[ClH:40].[Cl:45][C:42]1[CH:43]=[CH:44][C:29]([NH:28][C:8]([CH:5]2[CH2:4][CH2:3][CH:2]([N:16]3[CH2:17][CH2:18][CH2:13][N:12]([CH3:11])[CH2:14][CH2:21]3)[CH2:7][CH2:6]2)=[O:10])=[C:30]([CH:41]=1)[C:31]([NH:33][C:34]1[CH:39]=[CH:38][C:37]([Cl:40])=[CH:36][N:35]=1)=[O:32] |f:6.7.8|. Procedure details: To a mixture of 4-oxocyclohexanoic acid (1 g, 7.03 mmol), CH2Cl2 (25 ml), DMF (0.016 mL, 0.211 mmol), and pyridine (0.58 ml, 7.25 mmol) at 0° C. was added oxalyl chloride (0.62 mL, 7.11 mmol); The reaction mixture was allowed to warm to room temperature and stirred for 1.5 h. This mixture was added to a 0° C. mixture of 2-amino-5-chloro-N-(5-chloropyridin-2-yl)benzamide (2.0 g, 7.03 mmol), pyridine (0.85 mL, 10.6 mmol), and CH2Cl2 (25 mL). The reaction mixture was allowed to warm to room tempera... Reactants: C(C1=CC=C(C=C1)OC)(=O)[C@@]([C@@](C(=O)O)(O)C(C1=CC=C(C=C1)OC)=O)(O)C(=O)O ((R, R)-di-p-anisoyltartaric acid), Cl (hydrochloric acid), C1(=CC=CC=C1)C1(CNCC1)CCO (3-phenyl-3-(2-hydroxy-ethyl)-pyrrolidine). The solvent is O.CO (water methanol), CO (methanol). Conditions: time 30 minute. Yields the product Cl.C(C1=CC=C(C=C1)OC)(=O)[C@@]([C@@](C(=O)O)(O)C(C1=CC=C(C=C1)OC)=O)(O)C(=O)O.C1(=CC=CC=C1)C1(CNCC1)CCO ((+)-3-phenyl-3-(2-hydroxy-ethyl)-pyrrolidine (R, R)-di-p-anisoyltartaric acid-hydrochloric acid salt). Reaction SMILES: [C:1]([C@:11]([C:28]([OH:30])=[O:29])([OH:27])[C@:12]([C:17](=[O:26])[C:18]1[CH:23]=[CH:22][C:21]([O:24][CH3:25])=[CH:20][CH:19]=1)([OH:16])[C:13]([OH:15])=[O:14])(=[O:10])[C:2]1[CH:7]=[CH:6][C:5]([O:8][CH3:9])=[CH:4][CH:3]=1.[ClH:31].[C:32]1([C:38]2([CH2:43][CH2:44][OH:45])[CH2:42][CH2:41][NH:40][CH2:39]2)[CH:37]=[CH:36][CH:35]=[CH:34][CH:33]=1>O.CO.CO>[ClH:31].[C:17]([C@:12]([C:13]([OH:15])=[O:14])([OH:16])[C@:11]([C:1](=[O:10])[C:2]1[CH:7]=[CH:6][C:5]([O:8][CH3:9])=[CH:4][CH:3]=1)([OH:27])[C:28]([OH:30])=[O:29])(=[O:26])[C:18]1[CH:23]=[CH:22][C:21]([O:24][CH3:25])=[CH:20][CH:19]=1.[C:32]1([C:38]2([CH2:43][CH2:44][OH:45])[CH2:42][CH2:41][NH:40][CH2:39]2)[CH:33]=[CH:34][CH:35]=[CH:36][CH:37]=1 |f:3.4,6.7.8|. Procedure details: Combine (R, R)-di-p-anisoyltartaric acid (1.10 g, 2.62 mmol) in water/methanol (13.6 mL/13.6 mL). Add 12 M hydrochloric acid solution (0.217 mL, 2.63 mmol). Add a hot solution of 3-phenyl-3-(2-hydroxy-ethyl)-pyrrolidine (1.0 g, 5.23 mmol) in methanol (13.6 mL). Heat to reflux. After 30 minutes, slowly cool to ambient temperature to give a solid. Collect the solid by filtration and recrystallize the solid twice from methanol/water, once from methanol/2-butanone, and once from ethanol to give (+)-... The reactants are NC(C(C1=C(C=CC(=C1)Cl)OC)NC(CC(C)(C)O[Si](C)(C)C(C)(C)C)=O)=O (N-(2-amino-1-(5-chloro-2-methoxyphenyl)-2-oxoethyl)-3-(tert-butyldimethylsilyloxy)-3-methylbutanamide), COC=1C=CC(=CC1)P2(=S)SP(=S)(S2)C=3C=CC(=CC3)OC (Lawesson's reagent), N1=CC=CC=C1 (pyridine). Run in C(Cl)Cl (DCM). Conditions: temperature 95 celsius. The product is [Si](C)(C)(C(C)(C)C)OC(CC=1SC(=C(N1)C1=C(C=CC(=C1)Cl)OC)N)(C)C (2-(2-(tert-butyldimethylsilyloxy)-2-methylpropyl)-4-(5-chloro-2-methoxyphenyl)thiazol-5-amine). The yield is 33.0%. Reaction SMILES: [NH2:1][C:2](=O)[CH:3]([NH:13][C:14](=O)[CH2:15][C:16]([O:19][Si:20]([C:23]([CH3:26])([CH3:25])[CH3:24])([CH3:22])[CH3:21])([CH3:18])[CH3:17])[C:4]1[CH:9]=[C:8]([Cl:10])[CH:7]=[CH:6][C:5]=1[O:11][CH3:12].COC1C=CC(P2(SP(C3C=CC(OC)=CC=3)(=S)S2)=[S:38])=CC=1.N1C=CC=CC=1>C(Cl)Cl>[Si:20]([O:19][C:16]([CH3:18])([CH3:17])[CH2:15][C:14]1[S:38][C:2]([NH2:1])=[C:3]([C:4]2[CH:9]=[C:8]([Cl:10])[CH:7]=[CH:6][C:5]=2[O:11][CH3:12])[N:13]=1)([C:23]([CH3:26])([CH3:25])[CH3:24])([CH3:22])[CH3:21]. Procedure details: A mixture of N-(2-amino-1-(5-chloro-2-methoxyphenyl)-2-oxoethyl)-3-(tert-butyldimethylsilyloxy)-3-methylbutanamide (327 mg, 0.76 mmol), Lawesson's reagent (308 mg, 0.76 mmol) and pyridine (2.5 mL) was heated to 95° C. for 18 hours. DCM was added, the organics washed with sodium hydrogen carbonate (sat. aq.) and brine, then evaporated to dryness. The residues were purified by flash chromatography on silica gel (DCM) to afford 107 mg (33%) of 2-(2-(tert-butyldimethylsilyloxy)-2-methylpropyl)-4-(5-... Starting materials: C(C)(C)(C)C1=NC(=CC=C1)C(C)(C)C (2,6-di-tert-butylpyridine), C(C=C)[C@]1(C(N([C@@H]([C@H](C1)C1=CC(=CC=C1)Cl)C1=CC=C(C=C1)Cl)[C@H](CN(S(=O)(=O)C1CC1)C)CC)=O)CCOCC1=CC=C(C=C1)OC (N-((S)-2-((3R,5R,6S)-3-Allyl-5-(3-chlorophenyl)-6-(4-chlorophenyl)-3-(2-(4-methoxybenzyloxy)ethyl)-2-oxopiperidin-1-yl)butyl)-N-methylcyclopropanesulfonamide), C(#N)C1=C(C(=O)C(=C(C1=O)Cl)Cl)C#N (DDQ). Run in C(Cl)Cl (DCM), O (water), C(=O)(O)[O-].[Na+].[Cl-].[Na+].O (NaHCO3 brine). Reaction conditions: time 15 minute. Yields the product C(C=C)[C@]1(C(N([C@@H]([C@H](C1)C1=CC(=CC=C1)Cl)C1=CC=C(C=C1)Cl)[C@H](CN(S(=O)(=O)C1CC1)C)CC)=O)CCO (N-((S)-2-((3R,5R,6S)-3-Allyl-5-(3-chlorophenyl)-6-(4-chlorophenyl)-3-(2-hydroxyethyl)-2-oxopiperidin-1-yl)butyl)-N-methylcyclopropanesulfonamide). As a reaction SMILES: [CH2:1]([C@:4]1([CH2:37][CH2:38][O:39]CC2C=CC(OC)=CC=2)[CH2:9][C@H:8]([C:10]2[CH:15]=[CH:14][CH:13]=[C:12]([Cl:16])[CH:11]=2)[C@@H:7]([C:17]2[CH:22]=[CH:21][C:20]([Cl:23])=[CH:19][CH:18]=2)[N:6]([C@@H:24]([CH2:34][CH3:35])[CH2:25][N:26]([CH3:33])[S:27]([CH:30]2[CH2:32][CH2:31]2)(=[O:29])=[O:28])[C:5]1=[O:36])[CH:2]=[CH2:3].C(C1C=CC=C(C(C)(C)C)N=1)(C)(C)C.C(C1C(=O)C(Cl)=C(Cl)C(=O)C=1C#N)#N>C(Cl)Cl.O.C([O-])(O)=O.[Na+].[Cl-].[Na+].O>[CH2:1]([C@:4]1([CH2:37][CH2:38][OH:39])[CH2:9][C@H:8]([C:10]2[CH:15]=[CH:14][CH:13]=[C:12]([Cl:16])[CH:11]=2)[C@@H:7]([C:17]2[CH:22]=[CH:21][C:20]([Cl:23])=[CH:19][CH:18]=2)[N:6]([C@@H:24]([CH2:34][CH3:35])[CH2:25][N:26]([CH3:33])[S:27]([CH:30]2[CH2:32][CH2:31]2)(=[O:28])=[O:29])[C:5]1=[O:36])[CH:2]=[CH2:3] |f:5.6.7.8.9|. Procedure details: To a solution of 3.09 g (4.33 mmol) N-((S)-2-((3R,5R,6S)-3-allyl-5-(3-chlorophenyl)-6-(4-chlorophenyl)-3-(2-(4-methoxybenzyloxy)ethyl)-2-oxopiperidin-1-yl)butyl)-N-methylcyclopropanesulfonamide (Example 408, step C) in a mixture of DCM (82 mL) and water (4.56 mL) [18:1] was added 2,6-di-tert-butylpyridine (2.93 mL, 12.99 mmol) followed by DDQ (3.93 g, 17.32 mmol). The reaction mixture was stirred vigorously at ambient temperature for 15 min. The reaction mixture was diluted with 150 mL sat. NaHC... The reactants are BrB(Br)Br, COc1ccc(-c2ccc3c(C)c(-c4ccccc4)n(Cc4ccccc4)c3c2)cc1, ClCCl. The product is Cc1c(-c2ccccc2)n(Cc2ccccc2)c2cc(-c3ccc(O)cc3)ccc12. RXN SMILES: [B:32]([Br:33])([Br:34])[Br:35].[CH2:1]([c:2]1[cH:3][cH:4][cH:5][cH:6][cH:7]1)[n:8]1[c:9](-[c:26]2[cH:27][cH:28][cH:29][cH:30][cH:31]2)[c:10]([CH3:25])[c:11]2[cH:12][cH:13][c:14](-[c:17]3[cH:18][cH:19][c:20]([O:23][CH3:24])[cH:21][cH:22]3)[cH:15][c:16]12.[Cl:36][CH2:37][Cl:38]>>[CH2:1]([c:2]1[cH:3][cH:4][cH:5][cH:6][cH:7]1)[n:8]1[c:9](-[c:26]2[cH:27][cH:28][cH:29][cH:30][cH:31]2)[c:10]([CH3:25])[c:11]2[cH:12][cH:13][c:14](-[c:17]3[cH:18][cH:19][c:20]([OH:23])[cH:21][cH:22]3)[cH:15][c:16]12.